This data is from the Open Reaction Database (ORD), a public repository of structured organic reaction records. The task is: describe an organic reaction: reactants, conditions, products, and yield Starting materials: CS(=O)(=O)OCc1cc2ncc(C(F)(F)F)cc2s1, COc1ccccc1N1CCNCC1. Yields the product COc1ccccc1N1CCN(Cc2cc3ncc(C(F)(F)F)cc3s2)CC1. RXN SMILES: [CH3:1][S:2]([O:3][CH2:6][c:7]1[cH:8][c:9]2[n:10][cH:11][c:12]([C:16]([F:17])([F:18])[F:19])[cH:13][c:14]2[s:15]1)(=[O:4])=[O:5].[CH3:20][O:21][c:22]1[c:23]([N:28]2[CH2:29][CH2:30][NH:31][CH2:32][CH2:33]2)[cH:24][cH:25][cH:26][cH:27]1>>[CH2:6]([c:7]1[cH:8][c:9]2[n:10][cH:11][c:12]([C:16]([F:17])([F:18])[F:19])[cH:13][c:14]2[s:15]1)[N:31]1[CH2:30][CH2:29][N:28]([c:23]2[c:22]([O:21][CH3:20])[cH:27][cH:26][cH:25][cH:24]2)[CH2:33][CH2:32]1. Reactants: BrC(C(=O)OCC)CCCCCC1=CC=C(C=C1)Cl (ethyl 2-bromo-7-(4-chloro-phenyl)heptanoate), C1=CC(=CC=C1O)C (p-cresol), C([O-])([O-])=O.[K+].[K+] (potassium carbonate). The solvent is CC(CC)=O (butanone). The product is ClC1=CC=C(C=C1)CCCCCC(C(=O)OCC)OC1=CC=C(C=C1)C (ethyl 7-(4-chloro-phenyl)-2-(4-methylphenoxy)heptanoate). As a reaction SMILES: Br[CH:2]([CH2:8][CH2:9][CH2:10][CH2:11][CH2:12][C:13]1[CH:18]=[CH:17][C:16]([Cl:19])=[CH:15][CH:14]=1)[C:3]([O:5][CH2:6][CH3:7])=[O:4].[CH:20]1[C:25]([OH:26])=[CH:24][CH:23]=[C:22]([CH3:27])[CH:21]=1.C(=O)([O-])[O-].[K+].[K+]>CC(=O)CC>[Cl:19][C:16]1[CH:17]=[CH:18][C:13]([CH2:12][CH2:11][CH2:10][CH2:9][CH2:8][CH:2]([O:26][C:25]2[CH:20]=[CH:21][C:22]([CH3:27])=[CH:23][CH:24]=2)[C:3]([O:5][CH2:6][CH3:7])=[O:4])=[CH:14][CH:15]=1 |f:2.3.4|. Procedure: A mixture of 5.6 g (17 mmol) of ethyl 2-bromo-7-(4-chloro-phenyl)heptanoate, 1.82 g (17 mmol) of p-cresol, 7.0 g (50 mmol) of potassium carbonate and 70 ml of butanone is heated for 36 h at the refluxing temperature. Then the inorganic precipitate is removed on a suction filter and the filtrate is concentrated. The residue is taken up in ether, the solution washed twice with 0.5N caustic soda solution, dried and concentrated by evaporation. The residual oil is chromatographed with toluene on sil...